This data is from the Open Reaction Database (ORD), a public repository of structured organic reaction records. The task is: describe an organic reaction: reactants, conditions, products, and yield The reactants are CCc1c(OCOC)cc(OCOC)c(Br)c1CCOCC(O)CO, COC(C)(C)OC, CN(C)C=O, O, Cc1ccc(S(=O)(=O)O)cc1. The product is CCc1c(OCOC)cc(OCOC)c(Br)c1CCOCC1COC(C)(C)O1. Reaction SMILES: [CH3:1][O:2][CH2:3][O:4][c:5]1[c:6]([Br:25])[c:7]([CH2:17][CH2:18][O:19][CH2:20][CH:21]([CH2:22][OH:23])[OH:24])[c:8]([CH2:15][CH3:16])[c:9]([O:11][CH2:12][O:13][CH3:14])[cH:10]1.[CH3:26][O:27][C:28]([CH3:29])([CH3:30])[O:31][CH3:32].[CH3:45][N:46]([CH3:47])[CH:48]=[O:49].[OH2:33].[c:34]1([CH3:35])[cH:36][cH:37][c:38]([S:39]([OH:40])(=[O:41])=[O:42])[cH:43][cH:44]1>>[CH3:1][O:2][CH2:3][O:4][c:5]1[c:6]([Br:25])[c:7]([CH2:17][CH2:18][O:19][CH2:20][CH:21]2[CH2:22][O:23][C:28]([CH3:29])([CH3:30])[O:24]2)[c:8]([CH2:15][CH3:16])[c:9]([O:11][CH2:12][O:13][CH3:14])[cH:10]1. Reaction SMILES: [C:3]([CH3:4])([CH3:5])([CH3:6])[O:7][C:8](=[O:9])[N:10]1[CH:11]([CH:20]2[CH:21]([CH2:30][c:31]3[cH:32][c:33]([F:38])[cH:34][c:35]([F:37])[cH:36]3)[N:22]([C:27]([CH3:28])=[O:29])[C:23]([CH3:25])([CH3:26])[O:24]2)[CH2:12][CH:13]([CH2:15][C:16](=[O:17])[O:18][CH3:19])[CH2:14]1.[CH2:39]1[O:40][CH2:41][CH2:42][CH2:43]1.[Li+:2].[OH-:1]>>[C:3]([CH3:4])([CH3:5])([CH3:6])[O:7][C:8](=[O:9])[N:10]1[CH:11]([CH:20]2[CH:21]([CH2:30][c:31]3[cH:32][c:33]([F:38])[cH:34][c:35]([F:37])[cH:36]3)[N:22]([C:27]([CH3:28])=[O:29])[C:23]([CH3:25])([CH3:26])[O:24]2)[CH2:12][CH:13]([CH2:15][C:16](=[O:17])[OH:18])[CH2:14]1. Product: CC(=O)N1C(Cc2cc(F)cc(F)c2)C(C2CC(CC(=O)O)CN2C(=O)OC(C)(C)C)OC1(C)C. Reactants: COC(=O)CC1CC(C2OC(C)(C)N(C(C)=O)C2Cc2cc(F)cc(F)c2)N(C(=O)OC(C)(C)C)C1, C1CCOC1, [Li+], [OH-]. Reactants: [Li]CCCC, C1CCOC1, CC1(C)CCCC(C)(C)N1, Clc1cnccn1, CN(C)C=O. Yields the product O=Cc1nccnc1Cl. Reaction SMILES: [CH2:11]([Li:12])[CH2:13][CH2:14][CH3:15].[CH2:28]1[O:29][CH2:30][CH2:31][CH2:32]1.[CH3:1][C:2]1([CH3:3])[CH2:4][CH2:5][CH2:6][C:7]([CH3:8])([CH3:9])[NH:10]1.[Cl:16][c:17]1[n:18][cH:19][cH:20][n:21][cH:22]1.[O:23]=[CH:24][N:25]([CH3:26])[CH3:27]>>[Cl:16][c:17]1[n:18][cH:19][cH:20][n:21][c:22]1[CH:24]=[O:23]. The reactants are CC1=NC(=CC=C1N)N1C[C@H](CC1)N1[C@H](CCC1)C (2-methyl-6-((2S,3′S)-2-methyl-[1,3′]bipyrrolidinyl-1′-yl)-pyridin-3-ylamine), C1=CC=C(C=C1)CC(=O)Cl (phenacetyl chloride). Solvent: ClCCl (dichloromethane), N1=CC=CC=C1 (pyridine). The product is CC1=NC(=CC=C1NC(CC1=CC=CC=C1)=O)N1C[C@H](CC1)N1[C@H](CCC1)C (N-[2-Methyl-6-((2S,3′S)-2-methyl-[1,3′]bipyrrolidinyl-1′-yl)-pyridin-3-yl]-2-phenyl-acetamide). The yield is 56.4%. Reaction SMILES: [CH3:1][C:2]1[C:7]([NH2:8])=[CH:6][CH:5]=[C:4]([N:9]2[CH2:13][CH2:12][C@H:11]([N:14]3[CH2:18][CH2:17][CH2:16][C@@H:15]3[CH3:19])[CH2:10]2)[N:3]=1.[CH:20]1[CH:25]=[CH:24][C:23]([CH2:26][C:27](Cl)=[O:28])=[CH:22][CH:21]=1>ClCCl.N1C=CC=CC=1>[CH3:1][C:2]1[C:7]([NH:8][C:27](=[O:28])[CH2:26][C:23]2[CH:24]=[CH:25][CH:20]=[CH:21][CH:22]=2)=[CH:6][CH:5]=[C:4]([N:9]2[CH2:13][CH2:12][C@H:11]([N:14]3[CH2:18][CH2:17][CH2:16][C@@H:15]3[CH3:19])[CH2:10]2)[N:3]=1. Procedure details: The title compound was synthesized substantially in the same manner as Example 3 by coupling of 2-methyl-6-((2S,3′S)-2-methyl-[1,3′]bipyrrolidinyl-1′-yl)-pyridin-3-ylamine (0.025 g, 0.096 mmol) with phenacetyl chloride (0.045 g, 0.288 mmol) in dichloromethane (3 mL) and pyridine (0.500 mL) to obtain 0.0205 g (56%) of the title compound. The reactants are ClC1=CC=C(C=N1)CCl (6-chloro-3-chloromethyl pyridine), CC1=CC=C(C=C1)S(=O)(=O)N=C1SCCN1 (2-[(4-methylphenyl) sulfonylimino]thiazolidine), C([O-])([O-])=O.[K+].[K+] (potassium carbonate). The solvent is C(C)#N (acetonitrile). Yields the product ClC1=NC=C(C=C1)CN1C(SCC1)=NS(=O)(=O)C1=CC=C(C=C1)C (3-(2-chloro-5-pyridylmethyl)-2-[(4-methylphenyl)sulfonylimino]thiazolidine). The yield is 92.0%. RXN SMILES: [Cl:1][C:2]1[N:7]=[CH:6][C:5]([CH2:8]Cl)=[CH:4][CH:3]=1.[CH3:10][C:11]1[CH:16]=[CH:15][C:14]([S:17]([N:20]=[C:21]2[NH:25][CH2:24][CH2:23][S:22]2)(=[O:19])=[O:18])=[CH:13][CH:12]=1.C(=O)([O-])[O-].[K+].[K+]>C(#N)C>[Cl:1][C:2]1[CH:3]=[CH:4][C:5]([CH2:8][N:25]2[CH2:24][CH2:23][S:22][C:21]2=[N:20][S:17]([C:14]2[CH:15]=[CH:16][C:11]([CH3:10])=[CH:12][CH:13]=2)(=[O:19])=[O:18])=[CH:6][N:7]=1 |f:2.3.4|. Procedure: A mixture of 1.62 g of 6-chloro-3-chloromethyl pyridine (CCMP), 2.56 g of 2-[(4-methylphenyl) sulfonylimino]thiazolidine, 3.0 g of potassium carbonate, and 50 ml acetonitrile was heated under reflux for 3 hours. After the reaction, the product in the reaction mixture was purified by known crystallization techniques to yield pale yellowish crystals of 3.51 g 3-(2-chloro-5-pyridylmethyl)-2-[(4-methylphenyl)sulfonylimino]thiazolidine. The thus formed crystals have a melting point in a range of from...